From a dataset of the Open Reaction Database (ORD), a public repository of structured organic reaction records. describe an organic reaction: reactants, conditions, products, and yield Starting materials: COc1cc(C)c(S(=O)(=O)N2CCCCC2COCC(=O)N2CCN(C(=O)OC(C)(C)C)CC2)c(C)c1, CCOCC, Cl. Product: COc1cc(C)c(S(=O)(=O)N2CCCCC2COCC(=O)N2CCNCC2)c(C)c1, Cl. As a reaction SMILES: [CH3:2][O:3][c:4]1[cH:5][c:6]([CH3:38])[c:7]([S:11](=[O:12])(=[O:13])[N:14]2[CH:15]([CH2:20][O:21][CH2:22][C:23](=[O:24])[N:25]3[CH2:26][CH2:27][N:28]([C:31]([O:32][C:33]([CH3:34])([CH3:35])[CH3:36])=[O:37])[CH2:29][CH2:30]3)[CH2:16][CH2:17][CH2:18][CH2:19]2)[c:8]([CH3:10])[cH:9]1.[CH3:39][CH2:40][O:41][CH2:42][CH3:43].[ClH:1]>>[CH3:2][O:3][c:4]1[cH:5][c:6]([CH3:38])[c:7]([S:11](=[O:12])(=[O:13])[N:14]2[CH:15]([CH2:20][O:21][CH2:22][C:23](=[O:24])[N:25]3[CH2:26][CH2:27][NH:28][CH2:29][CH2:30]3)[CH2:16][CH2:17][CH2:18][CH2:19]2)[c:8]([CH3:10])[cH:9]1.[ClH:1]. The reactants are [BH4-], CC(C)(C)c1ccc(C=O)cc1, CO, NCCc1ccc(Cl)cc1Cl, Cl, [Na+]. Yields the product CC(C)(C)c1ccc(CNCCc2ccc(Cl)cc2Cl)cc1. Reaction SMILES: [BH4-:24].[C:1]([CH3:2])([CH3:3])([CH3:4])[c:5]1[cH:6][cH:7][c:8]([CH:9]=[O:10])[cH:11][cH:12]1.[CH3:27][OH:28].[Cl:13][c:14]1[c:15]([CH2:21][CH2:22][NH2:23])[cH:16][cH:17][c:18]([Cl:20])[cH:19]1.[ClH:26].[Na+:25]>>[C:1]([CH3:2])([CH3:3])([CH3:4])[c:5]1[cH:6][cH:7][c:8]([CH2:9][NH:23][CH2:22][CH2:21][c:15]2[c:14]([Cl:13])[cH:19][c:18]([Cl:20])[cH:17][cH:16]2)[cH:11][cH:12]1. Starting materials: CCCN(Cc1ccc(-c2ccccc2-c2nnn[nH]2)cc1)C(=O)CCC(C)(C)C(=O)OC, CO, [K+], [OH-]. Yields the product CCCN(Cc1ccc(-c2ccccc2-c2nnn[nH]2)cc1)C(=O)CCC(C)(C)C(=O)O. Reaction SMILES: [CH2:1]([CH2:2][CH3:3])[N:4]([C:5]([CH2:6][CH2:7][C:8]([CH3:9])([CH3:10])[C:11](=[O:12])[O:13][CH3:14])=[O:15])[CH2:16][c:17]1[cH:18][cH:19][c:20](-[c:23]2[c:24](-[c:29]3[n:30][n:31][n:32][nH:33]3)[cH:25][cH:26][cH:27][cH:28]2)[cH:21][cH:22]1.[CH3:36][OH:37].[K+:35].[OH-:34]>>[CH2:1]([CH2:2][CH3:3])[N:4]([C:5]([CH2:6][CH2:7][C:8]([CH3:9])([CH3:10])[C:11](=[O:12])[OH:13])=[O:15])[CH2:16][c:17]1[cH:18][cH:19][c:20](-[c:23]2[c:24](-[c:29]3[n:30][n:31][n:32][nH:33]3)[cH:25][cH:26][cH:27][cH:28]2)[cH:21][cH:22]1. The reactants are IC1=CC(=CC=C1)OC(F)(F)F (1-iodo-3-trifluoromethoxy-benzene), cuprous iodide, KHSO4 ice water, C(CCC#C)O (4-Pentyn-1-ol). Reagents/catalysts: C=1C=CC(=CC1)[P](C=2C=CC=CC2)(C=3C=CC=CC3)[Pd]([P](C=4C=CC=CC4)(C=5C=CC=CC5)C=6C=CC=CC6)([P](C=7C=CC=CC7)(C=8C=CC=CC8)C=9C=CC=CC9)[P](C=1C=CC=CC1)(C=1C=CC=CC1)C=1C=CC=CC1 (Pd(PPh3)4). Run in N1CCCCC1 (piperidine). Conditions: temperature 50 celsius, time 30 minute. Product: FC(OC1=CC=C(C=C1)C#CCCCO)(F)F (5-(4-Trifluoromethoxy-phenyl)-pent-4-yn-1-ol). Yield: 81.9%. RXN SMILES: I[C:2]1[CH:7]=[CH:6][CH:5]=[C:4]([O:8][C:9]([F:12])([F:11])[F:10])[CH:3]=1.[CH2:13]([OH:18])[CH2:14][CH2:15][C:16]#[CH:17]>N1CCCCC1.C1C=CC([P]([Pd]([P](C2C=CC=CC=2)(C2C=CC=CC=2)C2C=CC=CC=2)([P](C2C=CC=CC=2)(C2C=CC=CC=2)C2C=CC=CC=2)[P](C2C=CC=CC=2)(C2C=CC=CC=2)C2C=CC=CC=2)(C2C=CC=CC=2)C2C=CC=CC=2)=CC=1>[F:10][C:9]([F:12])([F:11])[O:8][C:4]1[CH:5]=[CH:6][C:7]([C:17]#[C:16][CH2:15][CH2:14][CH2:13][OH:18])=[CH:2][CH:3]=1 |^1:28,30,49,68|. Procedure: A mixture of 5 g (17 mmol) 1-iodo-3-trifluoromethoxy-benzene, 973 mg (1 mmol) Pd(PPh3)4 and 160 mg (1 mmol) cuprous iodide in 130 ml piperidine was stirred for 30 min at 50° C. under an argon atmosphere. 2.125 g (25 mmol) 4-Pentyn-1-ol was added within 60 min at 50° C. The temperature was raised to 80° C. and the mixture was stirred for 3 h at this temperature. The reaction mixture was cooled to ambient temperature, poured into a solution of saturated aqueous 10% KHSO4/ice water 1/1 and extracte... Reactants: C(C)N1N=CC=C1NC=1C(C(=O)O)=CC(=CC1)NC(C)=O (N-(1-ethylpyrazole-5-yl)-5-acetamido anthranilic acid), O=P(Cl)(Cl)Cl (POCl3), [NH4+].[OH-] (NH4OH). Solvent: ice water. Product: C(C)N1N=CC=2C1=NC1=CC=C(C=C1C2Cl)NC(C)=O (1-ethyl-4-chloro-6-acetamido-1H-pyrazolo[3,4-b]quinoline). As a reaction SMILES: [CH2:1]([N:3]1[C:7]([NH:8][C:9]2[C:10](=[CH:14][C:15]([NH:18][C:19](=[O:21])[CH3:20])=[CH:16][CH:17]=2)[C:11](O)=O)=[CH:6][CH:5]=[N:4]1)[CH3:2].O=P(Cl)(Cl)[Cl:24].[NH4+].[OH-]>>[CH2:1]([N:3]1[C:7]2=[N:8][C:9]3[C:10]([C:11]([Cl:24])=[C:6]2[CH:5]=[N:4]1)=[CH:14][C:15]([NH:18][C:19](=[O:21])[CH3:20])=[CH:16][CH:17]=3)[CH3:2] |f:2.3|. Procedure details: A mixture of N-(1-ethylpyrazole-5-yl)-5-acetamido anthranilic acid (2 g) and POCl3 (20 ml) was refluxed overnight. The reaction mixture was poured into ice-water (400 ml), neutralized with NH4OH and extracted with CH2Cl2 (3×100 ml). The CH2Cl2 layers were combined and concentrated in vacuo and the residue was purified by column chromatography on silica gel eluting with ethyl acetate to afford 0.2 g of 1-ethyl-4-chloro-6-acetamido-1H-pyrazolo[3,4-b]quinoline. Reactants: CCOCC, CCC(C)=O, CCOC(=O)c1ccc([Se]c2cc3c(cc2OCCCl)C(C)(C)CCC3(C)C)cc1, [I-], [Na+], O. Yields the product CCOC(=O)c1ccc([Se]c2cc3c(cc2OCCI)C(C)(C)CCC3(C)C)cc1. As a reaction SMILES: [CH2:34]([O:35][CH2:36][CH3:37])[CH3:38].[CH2:39]([C:40]([CH3:41])=[O:42])[CH3:43].[Cl:1][CH2:2][CH2:3][O:4][c:5]1[c:6]([Se:19][c:20]2[cH:21][cH:22][c:23]([C:24](=[O:25])[O:26][CH2:27][CH3:28])[cH:29][cH:30]2)[cH:7][c:8]2[c:13]([cH:14]1)[C:12]([CH3:15])([CH3:16])[CH2:11][CH2:10][C:9]2([CH3:17])[CH3:18].[I-:32].[Na+:31].[OH2:33]>>[CH2:2]([CH2:3][O:4][c:5]1[c:6]([Se:19][c:20]2[cH:21][cH:22][c:23]([C:24](=[O:25])[O:26][CH2:27][CH3:28])[cH:29][cH:30]2)[cH:7][c:8]2[c:13]([cH:14]1)[C:12]([CH3:15])([CH3:16])[CH2:11][CH2:10][C:9]2([CH3:17])[CH3:18])[I:32]. The reactants are C(C)(C)(C)OC(=O)C(=CC=1N=COC1C(C)(C)C)NC(OC(C)(C)C)=O (tert-Butyl 1-(tert-butoxycarbonyl)-2-(5-tert-butyloxazol-4-yl)vinylcarbamate), Cl.O1CCOCC1 (HCl dioxane). Product: C(C)(C)(C)C1=C(N=CO1)C=C(C(=O)O)O (3-(5-tert-Butyloxazol-4-yl)-2-hydroxyacrylic acid). Isolated yield 76.0%. RXN SMILES: C([O:5][C:6]([C:8](NC(=O)OC(C)(C)C)=[CH:9][C:10]1[N:11]=[CH:12][O:13][C:14]=1[C:15]([CH3:18])([CH3:17])[CH3:16])=[O:7])(C)(C)C.Cl.[O:28]1CCOCC1>>[C:15]([C:14]1[O:13][CH:12]=[N:11][C:10]=1[CH:9]=[C:8]([OH:28])[C:6]([OH:5])=[O:7])([CH3:18])([CH3:17])[CH3:16] |f:1.2|. Procedure details: The compound from Example 5 (6.0 g, 16.3 mmol) was treated with 4N HCl-dioxane (64 mL) for 1 h at room temperature. After removal of the solvent, the residue was dissolved in AcOEt, washed with 5% citric acid and saturated NaCl, dried over Na2SO4, and concentrated in vacuo to obtain 2.6 g (76%) of the title compound as a white solid: mp 153-155° C.; 1H NMR (300 MHz, DMSO-d6) δ 8.59 (s, 1H), 6.55 (s, 1H), 1.36 (s, 1H); m/z 211.0841 (M+) (calcd for C10H13NO4: 211.0844).